From a dataset of the Open Reaction Database (ORD), a public repository of structured organic reaction records. describe an organic reaction: reactants, conditions, products, and yield The reactants are FC1=C(C=C(C(=C1)O)OC)C(C)=O (1-(2-Fluoro-4-hydroxy-5-methoxyphenyl)ethanone), C(C)(=O)O (acetic acid). The reagents and catalysts are [Zn] (zinc), [Zn] (zinc), [Zn] (zinc), [Zn] (zinc). Run at time 8 hour. Yields the product C(C)C=1C=C(C(=CC1F)OC)O (4-Ethyl-5-fluoroguaiacol). The yield is 97.0%. RXN SMILES: [F:1][C:2]1[CH:7]=[C:6]([OH:8])[C:5]([O:9]C)=[CH:4][C:3]=1[C:11](=O)[CH3:12].[C:14](O)(=O)C>[Zn]>[CH2:11]([C:3]1[CH:4]=[C:5]([OH:9])[C:6]([O:8][CH3:14])=[CH:7][C:2]=1[F:1])[CH3:12]. Procedure details: A solution of 1-(2-fluoro-4-hydroxy-5-methoxyphenyl)ethanone (18.0 g; 97.7 mmol; 1 eq; which may be prepared as hereinbefore described for D1) in glacial acetic acid (800 mL) is stirred at 70° C. before adding added zinc dust (63.9 g; 977 mmol; 10 eq). The resulting grey heterogeneous mixture is then heated at reflux and stirred overnight using a mechanical stirrer. After this period, zinc has aggregated and conversion rate reaches 90% according to the 1H NMR analysis of a crude aliquot. Therefo... Reactants: C(C1=CN=CC=C1)(=O)N1CC=2C=3N(C(NC2CC1)=O)C=C(N3)C3=C(C=CC=C3)F (9-(Nicotinoyl)-2-(2-fluorophenyl)-7,8,9,10-tetrahydro-imidazo[1,2-c]pyrido[3,4-e]pyrimidin-5(6H)-one), B (borane), [OH-].[Na+] (NaOH), Cl (HCl). The solvent is C1CCOC1 (THF), C(Cl)Cl (methylene chloride). Reaction conditions: time 16 hour. Yields the product N=1C=CN2C(NC3=C(C21)CNCC3)=O (7,8,9,10-tetrahydro-imidazo[1,2-c]pyrido[3,4-e]pyrimidin-5(6H)-one). Reaction SMILES: C([N:9]1[CH2:18][CH2:17][C:16]2[NH:15][C:14](=[O:19])[N:13]3[CH:20]=[C:21](C4C=CC=CC=4F)[N:22]=[C:12]3[C:11]=2[CH2:10]1)(=O)C1C=CC=NC=1.B.Cl.[OH-].[Na+]>C1COCC1.C(Cl)Cl>[N:22]1[CH:21]=[CH:20][N:13]2[C:12]=1[C:11]1[CH2:10][NH:9][CH2:18][CH2:17][C:16]=1[NH:15][C:14]2=[O:19] |f:3.4|. Reported procedure: A mixture of 9-(Nicotinoyl)-2-(2-fluorophenyl)-7,8,9,10-tetrahydro-imidazo[1,2-c]pyrido[3,4-e]pyrimidin-5(6H)-one (128 mg, 0.33 mmol), methylene chloride (3 mL) and 1M borane in THF (3.3 mL) was stirred at room temperature for 16 h. The reaction mixture was carefully acidified with 5 mL of 6N HCl and heated at reflux for 15 min. The reaction mixture was made alkaline with 10% NaOH and the product was extracted with 10% methanol in ethyl acetate. After drying over magnesium sulfate the solvent wa... The reactants are C[O-].[Na+] (Sodium methoxide), CO (methanol), C1(=CC=CC=C1)S(=O)(=O)OC=1C=CC(=NC1)CBr (5-(benzenesulfonyloxy)-2-(bromomethyl)pyridine). Run in O (Water). Run at time 4 hour. Product: COCC1=CC=C(C=N1)O (6-(methoxymethyl)pyridin-3-ol). The yield is 59.0%. RXN SMILES: [CH3:1][O-:2].[Na+].CO.C1(S([O:15][C:16]2[CH:17]=[CH:18][C:19]([CH2:22]Br)=[N:20][CH:21]=2)(=O)=O)C=CC=CC=1>O>[CH3:1][O:2][CH2:22][C:19]1[N:20]=[CH:21][C:16]([OH:15])=[CH:17][CH:18]=1 |f:0.1|. Procedure details: Sodium methoxide (393 mg) was added to a methanol (20 ml) solution containing 5-(benzenesulfonyloxy)-2-(bromomethyl)pyridine (Beilstein Registry No. 7430370, 800 mg), followed by stirring at room temperature for 4 hours. Water was added to the reaction solution, followed by extraction with EtOAc. The organic layer was washed with saturated brine, and dried over anhydrous magnesium sulfate. The solvent was evaporated under reduced pressure, and the residue was purified by silica gel column chroma... Reactants: C[C@@H]1CN(C[C@@H](N1)C)C1=C(C=CC(=C1)[N+](=O)[O-])OC (cis-3,5-Dimethyl-1-[2-(methyloxy)-5-nitrophenyl]piperazine). The reagents and catalysts are [Pd] (palladium on charcoal). The solvent is C(C)O (ethanol), [H][H] (hydrogen). The product is C[C@@H]1CN(C[C@@H](N1)C)C=1C=C(N)C=CC1OC (3-(cis-3,5-Dimethyl-1-piperazinyl)-4-(methyloxy)aniline). Reaction SMILES: [CH3:1][C@H:2]1[NH:7][C@@H:6]([CH3:8])[CH2:5][N:4]([C:9]2[CH:14]=[C:13]([N+:15]([O-])=O)[CH:12]=[CH:11][C:10]=2[O:18][CH3:19])[CH2:3]1>[Pd].C(O)C.[H][H]>[CH3:1][C@H:2]1[NH:7][C@@H:6]([CH3:8])[CH2:5][N:4]([C:9]2[CH:14]=[C:13]([CH:12]=[CH:11][C:10]=2[O:18][CH3:19])[NH2:15])[CH2:3]1. Reported procedure: cis-3,5-Dimethyl-1-[2-(methyloxy)-5-nitrophenyl]piperazine (D1) (10 g, 38 mmol) and 10% palladium on charcoal were dissolved in ethanol (200 ml) and hydrogenated at room temperature under an atmosphere hydrogen for 16 hours. The mixture was filtered through celite and the filtrate concentrated in vacuo to afford the title product (D2). MS (ES+) m/e 236 [M+H]+.